Dataset: the Open Reaction Database (ORD), a public repository of structured organic reaction records. Task: describe an organic reaction: reactants, conditions, products, and yield Reactants: ClC1=CNC=2N=C(N=C(C21)OC(C)C2=CC=CC=C2)NC=2C=NN(C2)C (5-chloro-N-(1-methyl-1H-pyrazol-4-yl)-4-(1-phenylethoxy)-7H-pyrrolo[2,3-d]pyrimidin-2-amine), O=P(Cl)(Cl)Cl (POCl3). Conditions: temperature 70 celsius. Product: ClC=1C2=C(N=C(N1)NC=1C=NN(C1)C)NC=C2Cl (4,5-dichloro-N-(1-methyl-1H-pyrazol-4-yl)-7H-pyrrolo[2,3-d]pyrimidin-2-amine). Isolated yield 22.0%. As a reaction SMILES: [Cl:1][C:2]1[C:10]2[C:9](OC(C3C=CC=CC=3)C)=[N:8][C:7]([NH:20][C:21]3[CH:22]=[N:23][N:24]([CH3:26])[CH:25]=3)=[N:6][C:5]=2[NH:4][CH:3]=1.O=P(Cl)(Cl)[Cl:29]>>[Cl:29][C:9]1[C:10]2[C:2]([Cl:1])=[CH:3][NH:4][C:5]=2[N:6]=[C:7]([NH:20][C:21]2[CH:22]=[N:23][N:24]([CH3:26])[CH:25]=2)[N:8]=1. Procedure: 5-chloro-N-(1-methyl-1H-pyrazol-4-yl)-4-(1-phenylethoxy)-7H-pyrrolo[2,3-d]pyrimidin-2-amine (1.65 g, 4.47 mmol) was suspended in POCl3 (9 mL) and the reaction was heated to 70° C. for 40 min, then further heated to 100° C. for 0.5 hr. The reaction mixture was cooled, concentrated in vacuo and diluted with water (50 mL). NH4OH was added to adjusted the pH 8 and the mixture was extracted with EtOAc (three×75 mL), and concentrated under reduced pressure. A precipitate was formed upon concentrating ...